Dataset: the Open Reaction Database (ORD), a public repository of structured organic reaction records. Task: describe an organic reaction: reactants, conditions, products, and yield Starting materials: NCC1CCCCC1, O=C(O)c1cccc(-c2nc(N3CCOCC3)nc3c2CCN3c2cccnc2)c1. Product: O=C(NCC1CCCCC1)c1cccc(-c2nc(N3CCOCC3)nc3c2CCN3c2cccnc2)c1. Reaction SMILES: [CH:31]1([CH2:37][NH2:38])[CH2:32][CH2:33][CH2:34][CH2:35][CH2:36]1.[O:1]1[CH2:2][CH2:3][N:4]([c:7]2[n:8][c:9](-[c:22]3[cH:23][c:24]([C:25](=[O:26])[OH:27])[cH:28][cH:29][cH:30]3)[c:10]3[c:11]([n:12]2)[N:13]([c:16]2[cH:17][n:18][cH:19][cH:20][cH:21]2)[CH2:14][CH2:15]3)[CH2:5][CH2:6]1>>[O:1]1[CH2:2][CH2:3][N:4]([c:7]2[n:8][c:9](-[c:22]3[cH:23][c:24]([C:25](=[O:26])[NH:38][CH2:37][CH:31]4[CH2:32][CH2:33][CH2:34][CH2:35][CH2:36]4)[cH:28][cH:29][cH:30]3)[c:10]3[c:11]([n:12]2)[N:13]([c:16]2[cH:17][n:18][cH:19][cH:20][cH:21]2)[CH2:14][CH2:15]3)[CH2:5][CH2:6]1. Starting materials: C=CCc1c(C)cc(C)c(CC(=C)C)c1O, ClCCCl, [Na+], O=C([O-])O. The product is C=CCc1c(C)cc(C)c2c1OC(C)(C)C2. Reaction SMILES: [CH3:1][c:2]1[c:3]([CH2:13][C:14](=[CH2:15])[CH3:16])[c:4]([OH:12])[c:5]([CH2:9][CH:10]=[CH2:11])[c:6]([CH3:8])[cH:7]1.[Cl:22][CH2:23][CH2:24][Cl:25].[Na+:17].[OH:18][C:19](=[O:20])[O-:21]>>[CH3:1][c:2]1[c:3]2[c:4]([c:5]([CH2:9][CH:10]=[CH2:11])[c:6]([CH3:8])[cH:7]1)[O:12][C:14]([CH3:15])([CH3:16])[CH2:13]2. The reactants are CC1(OB(OC1(C)C)C1=CC=C(C2=CC=CC=C12)C)C (4,4,5,5-tetramethyl-2-(4-methyl-naphthalen-1-yl)-[1,3,2]dioxaborolane), ClC=1C=C(N=NC1)CN1C(=NC=C1)C (5-chloro-3-(2-methyl-imidazol-1-ylmethyl)-pyridazine). Product: Cl.CC=1N(C=CN1)CC=1N=NC=C(C1)C1=CC=C(C2=CC=CC=C12)C (3-(2-Methyl-imidazol-1-yl-methyl)-5-(4-methyl-naphthalen-1-yl)-pyridazine hydrochloride). Reaction SMILES: CC1(C)C(C)(C)OB([C:9]2[C:18]3[C:13](=[CH:14][CH:15]=[CH:16][CH:17]=3)[C:12]([CH3:19])=[CH:11][CH:10]=2)O1.[Cl:21][C:22]1[CH:23]=[C:24]([CH2:28][N:29]2[CH:33]=[CH:32][N:31]=[C:30]2[CH3:34])[N:25]=[N:26][CH:27]=1>>[ClH:21].[CH3:34][C:30]1[N:29]([CH2:28][C:24]2[N:25]=[N:26][CH:27]=[C:22]([C:9]3[C:18]4[C:13](=[CH:14][CH:15]=[CH:16][CH:17]=4)[C:12]([CH3:19])=[CH:11][CH:10]=3)[CH:23]=2)[CH:33]=[CH:32][N:31]=1 |f:2.3|. Procedure: The title compound, MS: m/e=351.9 (M+H+), was prepared from 4,4,5,5-tetramethyl-2-(4-methyl-naphthalen-1-yl)-[1,3,2]dioxaborolane and 5-chloro-3-(2-methyl-imidazol-1-ylmethyl)-pyridazine. Reactants: C(C)(C)(C)OC(C(C)(SC=1SC=C(N1)CCNC1=NC=C(C=N1)C1=CC=C(C=C1)OC(F)(F)F)C)=O (2-methyl-2-({4-[2-({5-[4-(trifluoromethoxy)phenyl]pyrimidin-2-yl}amino)ethyl]-1,3-thiazol-2-yl}thio)propionic acid tert-butyl ester), FC(C(=O)O)(F)F (trifluoroacetic acid). The solvent is ClCCl (dichloromethane). Conditions: time 12 hour. Yields the product CC(C(=O)O)(C)SC=1SC=C(N1)CCNC1=NC=C(C=N1)C1=CC=C(C=C1)OC(F)(F)F (2-methyl-2-({4-[2-({5-[4-(trifluoromethoxy)phenyl]pyrimidin-2-yl}amino)ethyl]-1,3-thiazol-2-yl}thio)propionic acid). Isolated yield 89.6%. As a reaction SMILES: C([O:5][C:6](=[O:36])[C:7]([CH3:35])([S:9][C:10]1[S:11][CH:12]=[C:13]([CH2:15][CH2:16][NH:17][C:18]2[N:23]=[CH:22][C:21]([C:24]3[CH:29]=[CH:28][C:27]([O:30][C:31]([F:34])([F:33])[F:32])=[CH:26][CH:25]=3)=[CH:20][N:19]=2)[N:14]=1)[CH3:8])(C)(C)C.FC(F)(F)C(O)=O>ClCCl>[CH3:35][C:7]([S:9][C:10]1[S:11][CH:12]=[C:13]([CH2:15][CH2:16][NH:17][C:18]2[N:23]=[CH:22][C:21]([C:24]3[CH:25]=[CH:26][C:27]([O:30][C:31]([F:34])([F:32])[F:33])=[CH:28][CH:29]=3)=[CH:20][N:19]=2)[N:14]=1)([CH3:8])[C:6]([OH:36])=[O:5]. Procedure: 2-Methyl-2-({4-[2-({5-[4-(trifluoromethoxy)phenyl]pyrimidin-2-yl}amino)ethyl]-1,3-thiazol-2-yl}thio)propionic acid tert-butyl ester (370 mg) obtained in Example 162-2 was dissolved in dichloromethane (2 mL), trifluoroacetic acid (2 mL) was added, and the mixture was stirred at room temperature for 12 hr. The reaction mixture was concentrated under reduced pressure, ethyl acetate was added, and the mixture was washed with saturated aqueous sodium hydrogen carbonate solution (the objective compoun...